Dataset: the Open Reaction Database (ORD), a public repository of structured organic reaction records. Task: describe an organic reaction: reactants, conditions, products, and yield Reaction SMILES: [Al+3:2].[CH2:21]1[O:22][CH2:23][CH2:24][CH2:25]1.[H-:1].[H-:4].[H-:5].[H-:6].[Li+:3].[NH4+:19].[NH:7]1[C:8](=[O:18])[CH2:9][CH2:10][NH:11][c:12]2[c:13]1[cH:14][cH:15][cH:16][cH:17]2.[OH-:20]>>[NH:7]1[CH2:8][CH2:9][CH2:10][NH:11][c:12]2[c:13]1[cH:14][cH:15][cH:16][cH:17]2. Reactants: [Al+3], C1CCOC1, [H-], [H-], [H-], [H-], [Li+], [NH4+], O=C1CCNc2ccccc2N1, [OH-]. The product is c1ccc2c(c1)NCCCN2. The reactants are ClC=1C=CC=2N(N1)C(=NN2)[C@H](C)OC=2C1=C(C=NC2N)C(=CO1)C=1C=NN(C1)C1CCNCC1 (7-[(S)-1-(6-Chloro[1,2,4]triazolo[4,3-b]pyridazin-3-yl)ethoxy]-3-(1-piperidin-4-yl-1H-pyrazol-4-yl)furo[3,2-c]pyridin-6-ylamine), CN1N=CC(=C1)B1OC(C(O1)(C)C)(C)C (1-methyl-4-(4,4,5,5-tetramethyl-1,3,2-dioxaborolan-2-yl)-1H-pyrazole), C(=O)([O-])[O-].[K+].[K+] (K2CO3), O1CCOCC1 (dioxane). The reagents and catalysts are C=1C=CC(=CC1)[P](C=2C=CC=CC2)(C=3C=CC=CC3)[Pd]([P](C=4C=CC=CC4)(C=5C=CC=CC5)C=6C=CC=CC6)([P](C=7C=CC=CC7)(C=8C=CC=CC8)C=9C=CC=CC9)[P](C=1C=CC=CC1)(C=1C=CC=CC1)C=1C=CC=CC1 (Pd(PPh3)4). The solvent is O (H2O). Run at temperature 100 celsius. The product is CN1N=CC(=C1)C=1C=CC=2N(N1)C(=NN2)[C@H](C)OC=2C1=C(C=NC2N)C(=CO1)C=1C=NN(C1)C1CCNCC1 (7-{(1S)-1-[6-(1-methyl-1H-pyrazol-4-yl) [1,2,4]triazolo[4,3-b]pyridazin-3-yl]ethoxy}-3-[1-(piperidin-4-yl)-1H-pyrazol-4-yl]furo[3,2-c]pyridin-6-amine), diformate. Reaction SMILES: Cl[C:2]1[CH:3]=[CH:4][C:5]2[N:6]([C:8]([C@@H:11]([O:13][C:14]3[C:15]4[O:23][CH:22]=[C:21]([C:24]5[CH:25]=[N:26][N:27]([CH:29]6[CH2:34][CH2:33][NH:32][CH2:31][CH2:30]6)[CH:28]=5)[C:16]=4[CH:17]=[N:18][C:19]=3[NH2:20])[CH3:12])=[N:9][N:10]=2)[N:7]=1.[CH3:35][N:36]1[CH:40]=[C:39](B2OC(C)(C)C(C)(C)O2)[CH:38]=[N:37]1.C([O-])([O-])=O.[K+].[K+].O1CCOCC1>C1C=CC([P]([Pd]([P](C2C=CC=CC=2)(C2C=CC=CC=2)C2C=CC=CC=2)([P](C2C=CC=CC=2)(C2C=CC=CC=2)C2C=CC=CC=2)[P](C2C=CC=CC=2)(C2C=CC=CC=2)C2C=CC=CC=2)(C2C=CC=CC=2)C2C=CC=CC=2)=CC=1.O>[CH3:35][N:36]1[CH:40]=[C:39]([C:2]2[CH:3]=[CH:4][C:5]3[N:6]([C:8]([C@@H:11]([O:13][C:14]4[C:15]5[O:23][CH:22]=[C:21]([C:24]6[CH:25]=[N:26][N:27]([CH:29]7[CH2:34][CH2:33][NH:32][CH2:31][CH2:30]7)[CH:28]=6)[C:16]=5[CH:17]=[N:18][C:19]=4[NH2:20])[CH3:12])=[N:9][N:10]=3)[N:7]=2)[CH:38]=[N:37]1 |f:2.3.4,^1:65,67,86,105|. Procedure: A suspension of 7-[(S)-1-(6-Chloro[1,2,4]triazolo[4,3-b]pyridazin-3-yl)ethoxy]-3-(1-piperidin-4-yl-1H-pyrazol-4-yl)furo[3,2-c]pyridin-6-ylamine (0.289 mmol, 1 eq), 1-methyl-4-(4,4,5,5-tetramethyl-1,3,2-dioxaborolan-2-yl)-1H-pyrazole (0.507 mmol, 2.7 eq), Pd(PPh3)4 (66.8 mg, 0.0578 mmol, 20 mol %), and K2CO3 (200 mg, 1.45 mmol, 5.0 eq) in a 4:1 ratio of dioxane (4 mL) to H2O (1 mL) was evacuated and charged with nitrogen several times. The reaction sample was then heated in a microwave reactor at... Starting materials: C(C)Br (ethylbromide), OC=1C=C(C=CC1)C=1C=CC(NN1)=O (6-(3-hydroxyphenyl)-3(2H)-pyridazinone), C([O-])([O-])=O.[K+].[K+] (potassium carbonate), C(C)Br (ethyl bromide), N=1NC(C=CC1)=O (pyridazinone). Run in C(C)O (ethanol), C(C)O (ethanol). Run at time 6 hour. Yields the product C(C)OC=1C=C(C=CC1)C=1C=CC(N(N1)CC)=O (6-(3-ethoxyphenyl)-2-ethyl-3(2H)-pyridazinone). RXN SMILES: [OH:1][C:2]1[CH:3]=[C:4]([C:8]2[CH:9]=[CH:10][C:11](=[O:14])[NH:12][N:13]=2)[CH:5]=[CH:6][CH:7]=1.C(=O)([O-])[O-].[K+].[K+].[CH2:21](Br)[CH3:22].N1N[C:26](=O)[CH:27]=CC=1>C(O)C>[CH2:26]([O:1][C:2]1[CH:3]=[C:4]([C:8]2[CH:9]=[CH:10][C:11](=[O:14])[N:12]([CH2:21][CH3:22])[N:13]=2)[CH:5]=[CH:6][CH:7]=1)[CH3:27] |f:1.2.3|. Procedure: To a 2 liter 4-neck round bottom flask, stirring under a nitrogen atomsphere, was charged 50.0 g (1.0 eq., 0.266 moles) of 6-(3-hydroxyphenyl)-3(2H)-pyridazinone in 500 ml of ethanol followed by 73.4 g of potassium carbonate (2.0 eq., 0.53 moles) and 58.0 g of ethyl bromide (2.0 eq., 0.53 moles) in 50 ml of ethanol. The reaction was stirred at reflux, 70° C.-72° C. for 6 hr. with monitoring by glc. After 6 hr. 5.8 g of ethylbromide was added (0.2 eq., 53 mmoles) and after stirring for an addtion... The reactants are CC(=O)[O-], CC(=O)[O-], COCCOC, Ic1cccc2nc(NC3CCc4ccccc43)ccc12, [Na+], [Na+], O=C([O-])[O-], O, OB(O)c1ccccc1, [Pd+2], c1ccc(P(c2ccccc2)c2ccccc2)cc1. The product is c1ccc(-c2cccc3nc(NC4CCc5ccccc54)ccc23)cc1. As a reaction SMILES: [C:63]([O-:64])(=[O:65])[CH3:66].[C:68]([O-:69])(=[O:70])[CH3:71].[CH3:50][O:51][CH2:52][CH2:53][O:54][CH3:55].[CH:1]1([NH:10][c:11]2[n:12][c:13]3[cH:14][cH:15][cH:16][c:17]([I:21])[c:18]3[cH:19][cH:20]2)[CH2:2][CH2:3][c:4]2[cH:5][cH:6][cH:7][cH:8][c:9]21.[Na+:56].[Na+:57].[O-:58][C:59](=[O:60])[O-:61].[OH2:62].[OH:22][B:23]([OH:24])[c:25]1[cH:26][cH:27][cH:28][cH:29][cH:30]1.[Pd+2:67].[c:31]1([P:32]([c:33]2[cH:34][cH:35][cH:36][cH:37][cH:38]2)[c:39]2[cH:40][cH:41][cH:42][cH:43][cH:44]2)[cH:45][cH:46][cH:47][cH:48][cH:49]1>>[CH:1]1([NH:10][c:11]2[n:12][c:13]3[cH:14][cH:15][cH:16][c:17](-[c:25]4[cH:26][cH:27][cH:28][cH:29][cH:30]4)[c:18]3[cH:19][cH:20]2)[CH2:2][CH2:3][c:4]2[cH:5][cH:6][cH:7][cH:8][c:9]21. Reactants: OCc1cc(Cl)ccc1OCc1ccccc1, ClCCl, BrP(Br)Br. The product is Clc1ccc(OCc2ccccc2)c(CBr)c1. Reaction SMILES: [Cl:1][c:2]1[cH:3][cH:4][c:5]([O:10][CH2:11][c:12]2[cH:13][cH:14][cH:15][cH:16][cH:17]2)[c:6]([CH2:8][OH:9])[cH:7]1.[Cl:22][CH2:23][Cl:24].[P:18]([Br:19])([Br:20])[Br:21]>>[Cl:1][c:2]1[cH:3][cH:4][c:5]([O:10][CH2:11][c:12]2[cH:13][cH:14][cH:15][cH:16][cH:17]2)[c:6]([CH2:8][Br:19])[cH:7]1.